From a dataset of the Open Reaction Database (ORD), a public repository of structured organic reaction records. describe an organic reaction: reactants, conditions, products, and yield Reactants: amide, NC1=C2C(=NC=N1)N(N=C2C2=CC(=C(C=C2)NS(=O)(=O)C2=C(C(=CC=C2)Cl)Cl)F)CC(=O)OC (methyl 2-[4-amino-3-(4-{[(2,3-dichlorophenyl)sulfonyl]amino}-3-fluorophenyl)-1H-pyrazolo[3,4-d]pyrimidin-1-yl]acetate), CN(CCCN)C (3-(dimethylamino)propylamine). The product is CN(CCCNC(CN1N=C(C=2C1=NC=NC2N)C2=CC(=C(C=C2)NS(=O)(=O)C2=C(C(=CC=C2)Cl)Cl)F)=O)C (N1-[3-(dimethylamino)propyl]-2-[4-amino-3-(4-{[(2,3-dichlorophenyl)sulfonyl]amino}-3-fluorophenyl)-1H-pyrazolo[3,4-d]pyrimidin-1-yl]acetamide). Reaction SMILES: [NH2:1][C:2]1[N:7]=[CH:6][N:5]=[C:4]2[N:8]([CH2:30][C:31]([O:33]C)=O)[N:9]=[C:10]([C:11]3[CH:16]=[CH:15][C:14]([NH:17][S:18]([C:21]4[CH:26]=[CH:25][CH:24]=[C:23]([Cl:27])[C:22]=4[Cl:28])(=[O:20])=[O:19])=[C:13]([F:29])[CH:12]=3)[C:3]=12.[CH3:35][N:36]([CH3:41])[CH2:37][CH2:38][CH2:39][NH2:40]>>[CH3:35][N:36]([CH3:41])[CH2:37][CH2:38][CH2:39][NH:40][C:31](=[O:33])[CH2:30][N:8]1[C:4]2=[N:5][CH:6]=[N:7][C:2]([NH2:1])=[C:3]2[C:10]([C:11]2[CH:16]=[CH:15][C:14]([NH:17][S:18]([C:21]3[CH:26]=[CH:25][CH:24]=[C:23]([Cl:27])[C:22]=3[Cl:28])(=[O:20])=[O:19])=[C:13]([F:29])[CH:12]=2)=[N:9]1. Procedure details: The representative procedure for amide formation was used in the reaction of methyl 2-[4-amino-3-(4-{[(2,3-dichlorophenyl)sulfonyl]amino}-3-fluorophenyl)-1H-pyrazolo[3,4-d]pyrimidin-1-yl]acetate (0.025 g, 0.048 mmol) with 3-(dimethylamino)propylamine (1 mL). Purification by preparative HPLC (25 to 100% acetonitrile in 0.1 M aqueous ammonium acetate over 20 min at 21 mL/min using an 8μ Hypersil HS C18, 250×21 mm column, Rt 6.7-7.3 min) afforded N1-[3-(dimethylamino)propyl]-2-[4-amino-3-(4-{[(2,3-...